From a dataset of the Open Reaction Database (ORD), a public repository of structured organic reaction records. describe an organic reaction: reactants, conditions, products, and yield The reactants are O=C(OC(C)(C)C)N1CCCC1. Conditions: temperature 100 celsius, time 20 hour. Yields the product O=C(OC(C)(C)C)N1CCC(B2OC(C)(C)C(O2)(C)C)C1. Reagents/catalysts: O1B(OC(C)(C)C1(C)C)B2OC(C)(C)C(O2)(C)C, N=1C=CC=C2C=CC=3C=CC(=NC3C12)C, C[OH2+].C[OH2+].C1CC=CCCC=C1.C1CC=CCCC=C1.[Ir].[Ir]. Solvent: C1CCCCCCC1. Yield: 54.0%. Starting materials: FC(S(=O)(=O)OC1=C(CCCC1)C(=O)[O-])(F)F (2-trifluoromethanesulfonyloxycyclohexen-1-ylcarboxylate), triphenylphosphine palladium(O), BrC1=CC=2C(CCC(C2C=C1C)(C)C)(C)C (2-bromo-3,5,5,8,8-pentamethyl-5,6,7,8-tetrahydronaphthalene), C(C)(C)(C)[Li] (tert-butyllithium). Reagents/catalysts: [Cl-].[Zn+2].[Cl-] (zinc chloride), C=1C=CC(=CC1)[P](C=2C=CC=CC2)(C=3C=CC=CC3)[Pd]([P](C=4C=CC=CC4)(C=5C=CC=CC5)C=6C=CC=CC6)([P](C=7C=CC=CC7)(C=8C=CC=CC8)C=9C=CC=CC9)[P](C=1C=CC=CC1)(C=1C=CC=CC1)C=1C=CC=CC1 (tetrakis). Run in O1CCCC1 (tetrahydrofuran), O1CCCC1 (tetrahydrofuran), O1CCCC1 (tetrahydrofuran). Conditions: temperature -78 celsius, time 1 hour. The product is C(C)OC(=O)C1=C(CCCC1)C1=CC=2C(CCC(C2C=C1C)(C)C)(C)C (2-(3,5,5,8,8-pentamethyl-5,6,7,8,-tetrahydro-2-naphthalenyl)-1-cyclohexene-1-carboxylic acid ethyl ester). RXN SMILES: Br[C:2]1[C:11]([CH3:12])=[CH:10][C:9]2[C:8]([CH3:14])([CH3:13])[CH2:7][CH2:6][C:5]([CH3:16])([CH3:15])[C:4]=2[CH:3]=1.[C:17]([Li])(C)(C)[CH3:18].FC(F)(F)S(O[C:28]1[CH2:33][CH2:32][CH2:31][CH2:30][C:29]=1[C:34]([O-:36])=[O:35])(=O)=O>O1CCCC1.[Cl-].[Zn+2].[Cl-].C1C=CC([P]([Pd]([P](C2C=CC=CC=2)(C2C=CC=CC=2)C2C=CC=CC=2)([P](C2C=CC=CC=2)(C2C=CC=CC=2)C2C=CC=CC=2)[P](C2C=CC=CC=2)(C2C=CC=CC=2)C2C=CC=CC=2)(C2C=CC=CC=2)C2C=CC=CC=2)=CC=1>[CH2:17]([O:36][C:34]([C:29]1[CH2:30][CH2:31][CH2:32][CH2:33][C:28]=1[C:2]1[C:11]([CH3:12])=[CH:10][C:9]2[C:8]([CH3:14])([CH3:13])[CH2:7][CH2:6][C:5]([CH3:16])([CH3:15])[C:4]=2[CH:3]=1)=[O:35])[CH3:18] |f:4.5.6,^1:50,52,71,90|. Procedure details: To a stirred (-78° C.) solution of 4.2 g of 2-bromo-3,5,5,8,8-pentamethyl-5,6,7,8-tetrahydronaphthalene in 40 ml of tetrahydrofuran is added 18 ml of tert-butyllithium (1.7N in pentane). The reaction mixture is stirred at -78° C. for 1 hour, warmed to room temperature and stirred for 1 hour. Thirty ml of 0.5M zinc chloride solution in tetrahydrofuran is added and the stirring continued for 1 hour. Three grams of 2-trifluoromethanesulfonyloxycyclohexen-1-ylcarboxylate and 0.8 g of tetrakis(triphe... The reactants are COC(=O)c1c[nH]c(C(=O)c2ccccc2)c1, CCO, [Na+], [OH-]. The product is O=C(O)c1c[nH]c(C(=O)c2ccccc2)c1. As a reaction SMILES: [C:1]([c:2]1[cH:3][cH:4][cH:5][cH:6][cH:7]1)(=[O:8])[c:9]1[cH:10][c:11]([C:14](=[O:15])[O:16][CH3:17])[cH:12][nH:13]1.[CH3:20][CH2:21][OH:22].[Na+:19].[OH-:18]>>[C:1]([c:2]1[cH:3][cH:4][cH:5][cH:6][cH:7]1)(=[O:8])[c:9]1[cH:10][c:11]([C:14](=[O:15])[OH:16])[cH:12][nH:13]1. Starting materials: C(C=1C(O)=CC=CC1)(=O)OC1=CC=CC=C1 (phenyl salicylate), C(C)C1=C(N)C=CC=C1 (2-ethylaniline). Product: C(C)C1=C(NC(C=2C(O)=CC=CC2)=O)C=CC=C1 (2′-ethyl-salicylanilide). As a reaction SMILES: [C:1]([O:10]C1C=CC=CC=1)(=O)[C:2]1[C:3](=[CH:5][CH:6]=[CH:7][CH:8]=1)[OH:4].[CH2:17]([C:19]1[CH:25]=[CH:24][CH:23]=[CH:22][C:20]=1[NH2:21])[CH3:18]>>[CH2:17]([C:19]1[CH:25]=[CH:24][CH:23]=[CH:22][C:20]=1[NH:21][C:1](=[O:10])[C:2]1[C:3](=[CH:5][CH:6]=[CH:7][CH:8]=1)[OH:4])[CH3:18]. Reported procedure: The 2′-ethyl-salicylanilide was prepared by condensing phenyl salicylate with 2-ethylaniline then purified as described in Example 2a. The ligand mixture was then prepared from 2′-ethyl-salicylanilide and 1,1′-bi-2-naphthol using the procedure described in Example 2a. 31P NMR (121.77 MHz): several peaks between 117.1-118.8 ppm. Starting materials: C(CC)OCCOC1=CC=C(C=C1)C=1C=CC2=C(C=C(CCS2(=O)=O)C(=O)OC)C1 (methyl 7-[4-(2-propoxyethoxy)phenyl]-1,1-dioxo-2,3-dihydro-1-benzothiepine-4-carboxylate), Cl (hydrochloric acid). Solvent: COCCOC (1,2-dimethoxyethane). Reaction conditions: temperature 100 celsius. Product: C(CC)OCCOC1=CC=C(C=C1)C=1C=CC2=C(C=C(CCS2(=O)=O)C(=O)O)C1 (7-[4-(2-propoxyethoxy)phenyl]-1,1-dioxo-2,3-dihydro-1-benzothiepine-4-carboxylic acid). The yield is 79.5%. RXN SMILES: [CH2:1]([O:4][CH2:5][CH2:6][O:7][C:8]1[CH:13]=[CH:12][C:11]([C:14]2[CH:15]=[CH:16][C:17]3[S:23](=[O:25])(=[O:24])[CH2:22][CH2:21][C:20]([C:26]([O:28]C)=[O:27])=[CH:19][C:18]=3[CH:30]=2)=[CH:10][CH:9]=1)[CH2:2][CH3:3].Cl>COCCOC>[CH2:1]([O:4][CH2:5][CH2:6][O:7][C:8]1[CH:9]=[CH:10][C:11]([C:14]2[CH:15]=[CH:16][C:17]3[S:23](=[O:24])(=[O:25])[CH2:22][CH2:21][C:20]([C:26]([OH:28])=[O:27])=[CH:19][C:18]=3[CH:30]=2)=[CH:12][CH:13]=1)[CH2:2][CH3:3]. Reported procedure: To methyl 7-[4-(2-propoxyethoxy)phenyl]-1,1-dioxo-2,3-dihydro-1-benzothiepine-4-carboxylate (6.5 g) were added 1,2-dimethoxyethane (130 ml) and 6N hydrochloric acid (65 ml), and the mixture was refluxed at 100° C. for 18 hours, cooled to room temperature, extracted with ethyl acetate, washed with saturated brine and dried with magnesium sulfate. Under reduced pressure, the solvent was evaporated to give 7-[4-(2-propoxyethoxy)phenyl]-1,1-dioxo-2,3-dihydro-1-benzothiepine-4-carboxylic acid (5.0 g)... The reactants are FC(OC1=CC=C(C=C1)N1C(C2CCCC(C1=O)N2)=O)(F)F (3-(4-trifluoromethoxyphenyl)-3,9-diaza-bicyclo[3.3.1]nonane-2,4-dione), CCCCCCCCC (nonane), FC(C1=CC=C(C=C1)C=1CCNCC1)(F)F (4-(4-Trifluoromethyl-phenyl)-1,2,3,6-tetrahydro-pyridine), [OH-].[Na+] (NaOH), BH3—SMe2. Run in C1CCOC1 (THF). Run at time 40 minute. The product is FC(OC1=CC=C(C=C1)N1CC2CCCC(C1)N2)(F)F (3-(4-trifluoromethoxy-phenyl)-3,9-diaza-bicyclo[3.3.1]nonane). Reaction SMILES: CCCCCCCCC.[F:10][C:11]([F:31])([F:30])[O:12][C:13]1[CH:18]=[CH:17][C:16]([N:19]2[C:26](=O)[CH:25]3[NH:28][CH:21]([CH2:22][CH2:23][CH2:24]3)[C:20]2=O)=[CH:15][CH:14]=1.FC(F)(F)C1C=CC(C2CCNCC=2)=CC=1.[OH-].[Na+]>C1COCC1>[F:31][C:11]([F:10])([F:30])[O:12][C:13]1[CH:18]=[CH:17][C:16]([N:19]2[CH2:26][CH:25]3[NH:28][CH:21]([CH2:22][CH2:23][CH2:24]3)[CH2:20]2)=[CH:15][CH:14]=1 |f:3.4|. Reported procedure: 3-(4-trifluoromethoxy-phenyl)-3,9-diaza-bicyclo|3.3.1|nonane: A solution of 3-(4-trifluoromethoxyphenyl)-3,9-diaza-bicyclo[3.3.1]nonane-2,4-dione (80 mg, 0.25 mmol) and THF (4 mL) was heated at 70° C. under N2. A solution of BH3—SMe2 (2M in THF, 0.4 mL, 0.8 mmol) was added dropwise. After 40 min, 6N HCl (1.0 mL) was added dropwise (Caution: H2 evolution). After an additional 30 min, the reaction was poured into 1N NaOH (8 mL) and extracted with dichloromethane (30 mL×2). The combined organic ext... Reactants: ClCCl, O=C(O)C(F)(F)F, COc1cc(CC(=O)OC(C)(C)C)ccc1NC(=O)c1cc2ccccc2[nH]1. Product: COc1cc(CC(=O)O)ccc1NC(=O)c1cc2ccccc2[nH]1. RXN SMILES: [CH2:36]([Cl:37])[Cl:38].[F:29][C:30]([F:31])([F:32])[C:33]([OH:34])=[O:35].[nH:1]1[c:2]([C:10](=[O:11])[NH:12][c:13]2[c:14]([O:27][CH3:28])[cH:15][c:16]([CH2:19][C:20](=[O:21])[O:22][C:23]([CH3:24])([CH3:25])[CH3:26])[cH:17][cH:18]2)[cH:3][c:4]2[cH:5][cH:6][cH:7][cH:8][c:9]12>>[nH:1]1[c:2]([C:10](=[O:11])[NH:12][c:13]2[c:14]([O:27][CH3:28])[cH:15][c:16]([CH2:19][C:20](=[O:21])[OH:22])[cH:17][cH:18]2)[cH:3][c:4]2[cH:5][cH:6][cH:7][cH:8][c:9]12.